This data is from the Open Reaction Database (ORD), a public repository of structured organic reaction records. The task is: describe an organic reaction: reactants, conditions, products, and yield Starting materials: N1CCNCC1 (piperazine), ClC1=C2NC=NC2=NC=N1 (6-chloropurine). Solvent: C(C)(C)O (isopropanol). Conditions: time 1.5 hour. Yields the product N1(CCNCC1)C1=C2NC=NC2=NC=N1 (6-(1-Piperazinyl)purine). Reaction SMILES: [NH:1]1[CH2:6][CH2:5][NH:4][CH2:3][CH2:2]1.Cl[C:8]1[N:16]=[CH:15][N:14]=[C:13]2[C:9]=1[NH:10][CH:11]=[N:12]2>C(O)(C)C>[N:1]1([C:8]2[N:16]=[CH:15][N:14]=[C:13]3[C:9]=2[NH:10][CH:11]=[N:12]3)[CH2:6][CH2:5][NH:4][CH2:3][CH2:2]1. Procedure: To an isopropanol solution (50 mL) of piperazine (5.57 g, 64.7 mmol), 6-chloropurine (1.00 g, 6.47 mmol) was added, followed by stirring at room temperature for 1.5 hours and then heating under reflux for 2.5 hours. The reaction solution was concentrated, saturated brine was added thereto, the mixture was extracted with chloroform and THF in that order, the extract was dried over anhydrous sodium sulfate, and then the solvent was evaporated to give the target compound. Thereafter, the water laye... Starting materials: CC=1C=C(C(=NC1)N)N (5-methyl-2,3-diaminopyridine), COC1=C(C(=O)O)C=CC(=C1)NS(=O)(=O)C (2-methoxy-4-methanesulfonylamino-benzoic acid). The product is CC=1C=C2C(=NC1)N=C(N2)C2=C(C=C(C=C2)NS(=O)(=O)C)OC (6-Methyl-2-(2'-methoxy-4'-methanesulfonylamino-phenyl)-imidazo[4,5-b]pyridine). As a reaction SMILES: [CH3:1][C:2]1[CH:3]=[C:4]([NH2:9])[C:5]([NH2:8])=[N:6][CH:7]=1.[CH3:10][O:11][C:12]1[CH:20]=[C:19]([NH:21][S:22]([CH3:25])(=[O:24])=[O:23])[CH:18]=[CH:17][C:13]=1[C:14](O)=O>>[CH3:1][C:2]1[CH:3]=[C:4]2[NH:9][C:14]([C:13]3[CH:17]=[CH:18][C:19]([NH:21][S:22]([CH3:25])(=[O:24])=[O:23])=[CH:20][C:12]=3[O:11][CH3:10])=[N:8][C:5]2=[N:6][CH:7]=1. Procedure: Prepared analogously to Example 14 from 5-methyl-2,3-diaminopyridine and 2-methoxy-4-methanesulfonylamino-benzoic acid.